This data is from the Open Reaction Database (ORD), a public repository of structured organic reaction records. The task is: describe an organic reaction: reactants, conditions, products, and yield The reactants are COc1cccc(C(=O)O)n1, Cc1cccc(-c2sc(C)nc2C(=O)N2CC3CC(C)CC3C2CN)c1. Product: COc1cccc(C(=O)NCC2C3CC(C)CC3CN2C(=O)c2nc(C)sc2-c2cccc(C)c2)n1. Reaction SMILES: [CH3:27][O:28][c:29]1[cH:30][cH:31][cH:32][c:33]([C:35](=[O:36])[OH:37])[n:34]1.[NH2:1][CH2:2][CH:3]1[CH:4]2[CH2:5][CH:6]([CH3:26])[CH2:7][CH:8]2[CH2:9][N:10]1[C:11](=[O:12])[c:13]1[n:14][c:15]([CH3:25])[s:16][c:17]1-[c:18]1[cH:19][c:20]([CH3:24])[cH:21][cH:22][cH:23]1>>[NH:1]([CH2:2][CH:3]1[CH:4]2[CH2:5][CH:6]([CH3:26])[CH2:7][CH:8]2[CH2:9][N:10]1[C:11](=[O:12])[c:13]1[n:14][c:15]([CH3:25])[s:16][c:17]1-[c:18]1[cH:19][c:20]([CH3:24])[cH:21][cH:22][cH:23]1)[C:35]([c:33]1[cH:32][cH:31][cH:30][c:29]([O:28][CH3:27])[n:34]1)=[O:36]. Reactants: C1CCOC1, CCOC(C)=O, COC(=O)C(CO)NC(=O)c1cccc2c1ccn2C(=O)OC(C)(C)C. Product: COC(=O)C1COC(c2cccc3c2ccn3C(=O)OC(C)(C)C)=N1. RXN SMILES: [CH2:27]1[O:28][CH2:29][CH2:30][CH2:31]1.[CH3:32][CH2:33][O:34][C:35]([CH3:36])=[O:37].[OH:1][CH2:2][CH:3]([C:4](=[O:5])[O:6][CH3:7])[NH:8][C:9](=[O:10])[c:11]1[c:12]2[cH:13][cH:14][n:15]([C:20](=[O:21])[O:22][C:23]([CH3:24])([CH3:25])[CH3:26])[c:16]2[cH:17][cH:18][cH:19]1>>[O:1]1[CH2:2][CH:3]([C:4](=[O:5])[O:6][CH3:7])[N:8]=[C:9]1[c:11]1[c:12]2[cH:13][cH:14][n:15]([C:20](=[O:21])[O:22][C:23]([CH3:24])([CH3:25])[CH3:26])[c:16]2[cH:17][cH:18][cH:19]1. Reactants: C(C)(C)(C)OC(=O)N1CCC(=CC1)OS(=O)(=O)C(F)(F)F (1-tert-butoxycarbonyl-4-trifluoromethanesulfonyloxy-1,2,3,6-tetrahydropyridine), C(=O)(O)C1=CC=C(C=C1)OB(O)O (4-carboxyphenylboric acid), [Cl-].[Li+] (lithium chloride), tetrakistriphenylphosphine palladium, C([O-])([O-])=O.[Na+].[Na+] (sodium carbonate), Cl (hydrochloric acid). Run in COCCOC (1,2-dimethoxyethane). The product is C(C)(C)(C)OC(=O)N1CCC(=CC1)C1=CC=C(C(=O)O)C=C1 (4-(1-tert-Butoxycarbonyl-1,2,3,6-tetrahydropyridin-4-yl)benzoic acid). As a reaction SMILES: [C:1]([O:5][C:6]([N:8]1[CH2:13][CH:12]=[C:11](OS(C(F)(F)F)(=O)=O)[CH2:10][CH2:9]1)=[O:7])([CH3:4])([CH3:3])[CH3:2].[C:22]([C:25]1[CH:30]=[CH:29][C:28](OB(O)O)=[CH:27][CH:26]=1)([OH:24])=[O:23].[Cl-].[Li+].C(=O)([O-])[O-].[Na+].[Na+].Cl>COCCOC>[C:1]([O:5][C:6]([N:8]1[CH2:13][CH:12]=[C:11]([C:28]2[CH:29]=[CH:30][C:25]([C:22]([OH:24])=[O:23])=[CH:26][CH:27]=2)[CH2:10][CH2:9]1)=[O:7])([CH3:4])([CH3:3])[CH3:2] |f:2.3,4.5.6|. Procedure: In 1,2-dimethoxyethane (30 ml), 4-(1-tert-butoxycarbonyl-4-trifluoromethanesulfonyloxy-1,2,3,6-tetrahydropyridine (Synthesis, 993, 1991)(3.59 g) was dissolved, followed by the addition of 4-carboxyphenylboric acid (3.60 g), lithium chloride (1.38 g), tetrakistriphenylphosphine palladium (0.62 g) and an aqueous solution of sodium carbonate (2M, 16.3 ml). The resulting mixture was heated under reflux for 2 hours under an argon gas atmosphere. To the reaction mixture, 1N hydrochloric acid was added... Reactants: Cc1nccnc1C(=O)Nc1ccccc1Br, CCOC(C)=O, Cc1ccccc1, OB(O)Oc1ccc(OC(F)(F)F)cc1, [Na+], [Na+], O=C([O-])[O-], O. Yields the product Cc1nccnc1C(=O)Nc1ccccc1-c1ccc(OC(F)(F)F)cc1. As a reaction SMILES: [Br:7][c:8]1[c:9]([NH:14][C:15](=[O:16])[c:17]2[n:18][cH:19][cH:20][n:21][c:22]2[CH3:23])[cH:10][cH:11][cH:12][cH:13]1.[CH3:39][CH2:40][O:41][C:42](=[O:43])[CH3:44].[CH3:46][c:47]1[cH:48][cH:49][cH:50][cH:51][cH:52]1.[F:24][C:25]([O:26][c:27]1[cH:28][cH:29][c:30]([O:33][B:34]([OH:35])[OH:36])[cH:31][cH:32]1)([F:37])[F:38].[Na+:1].[Na+:2].[O-:3][C:4](=[O:5])[O-:6].[OH2:45]>>[c:8]1(-[c:30]2[cH:29][cH:28][c:27]([O:26][C:25]([F:24])([F:37])[F:38])[cH:32][cH:31]2)[c:9]([NH:14][C:15](=[O:16])[c:17]2[n:18][cH:19][cH:20][n:21][c:22]2[CH3:23])[cH:10][cH:11][cH:12][cH:13]1. Reactants: COC(=O)c1cccc2[nH]c3c(c12)C(=O)CCC3, BrCc1ccccc1Cc1ccccc1, CCOC(C)=O, Cl, CN(C)C=O. Yields the product COC(=O)c1cccc2c1c1c(n2Cc2ccccc2Cc2ccccc2)CCCC1=O. Reaction SMILES: [C:1](=[O:2])([O:3][CH3:4])[c:5]1[c:6]2[c:7]3[c:12]([nH:13][c:14]2[cH:15][cH:16][cH:17]1)[CH2:11][CH2:10][CH2:9][C:8]3=[O:18].[CH2:19]([c:20]1[cH:21][cH:22][cH:23][cH:24][cH:25]1)[c:26]1[c:27]([CH2:28][Br:29])[cH:30][cH:31][cH:32][cH:33]1.[CH3:39][CH2:40][O:41][C:42](=[O:43])[CH3:44].[ClH:45].[O:34]=[CH:35][N:36]([CH3:37])[CH3:38]>>[C:1](=[O:2])([O:3][CH3:4])[c:5]1[c:6]2[c:7]3[c:12]([n:13]([CH2:28][c:27]4[c:26]([CH2:19][c:20]5[cH:21][cH:22][cH:23][cH:24][cH:25]5)[cH:33][cH:32][cH:31][cH:30]4)[c:14]2[cH:15][cH:16][cH:17]1)[CH2:11][CH2:10][CH2:9][C:8]3=[O:18]. Starting materials: COC(=O)C(CC(=O)NCCNc1ccc(F)cc1)CC1CCCCC1, CO, [Li+], [OH-], O. The product is O=C(CC(CC1CCCCC1)C(=O)O)NCCNc1ccc(F)cc1. RXN SMILES: [CH3:1][O:2][C:3]([CH:4]([CH2:5][C:6](=[O:7])[NH:8][CH2:9][CH2:10][NH:11][c:12]1[cH:13][cH:14][c:15]([F:18])[cH:16][cH:17]1)[CH2:19][CH:20]1[CH2:21][CH2:22][CH2:23][CH2:24][CH2:25]1)=[O:26].[CH3:29][OH:30].[Li+:27].[OH-:28].[OH2:31]>>[O:2]=[C:3]([CH:4]([CH2:5][C:6](=[O:7])[NH:8][CH2:9][CH2:10][NH:11][c:12]1[cH:13][cH:14][c:15]([F:18])[cH:16][cH:17]1)[CH2:19][CH:20]1[CH2:21][CH2:22][CH2:23][CH2:24][CH2:25]1)[OH:26]. Reactants: C1CSCCN1, COC(=O)c1ccc(OCc2c(-c3cccc(F)c3)noc2C)nc1, C[Al](C)C, C1COCCO1, O. Product: Cc1onc(-c2cccc(F)c2)c1COc1ccc(C(=O)N2CCSCC2)cn1. RXN SMILES: [CH2:5]1[CH2:6][S:7][CH2:8][CH2:9][NH:10]1.[CH3:11][O:12][C:13]([c:14]1[cH:15][n:16][c:17]([O:20][CH2:21][c:22]2[c:23](-[c:28]3[cH:29][c:30]([F:34])[cH:31][cH:32][cH:33]3)[n:24][o:25][c:26]2[CH3:27])[cH:18][cH:19]1)=[O:35].[CH3:1][Al:2]([CH3:3])[CH3:4].[O:37]1[CH2:38][CH2:39][O:40][CH2:41][CH2:42]1.[OH2:36]>>[CH2:5]1[CH2:6][S:7][CH2:8][CH2:9][N:10]1[C:13](=[O:12])[c:14]1[cH:15][n:16][c:17]([O:20][CH2:21][c:22]2[c:23](-[c:28]3[cH:29][c:30]([F:34])[cH:31][cH:32][cH:33]3)[n:24][o:25][c:26]2[CH3:27])[cH:18][cH:19]1.